Dataset: the Open Reaction Database (ORD), a public repository of structured organic reaction records. Task: describe an organic reaction: reactants, conditions, products, and yield Reactants: Cc1ccccc1, Nc1ccccc1CSc1ncc(C(F)(F)F)cc1Cl, COC(=O)Cl, O, c1ccncc1. Yields the product COC(=O)Nc1ccccc1CSc1ncc(C(F)(F)F)cc1Cl. As a reaction SMILES: [CH3:33][c:34]1[cH:35][cH:36][cH:37][cH:38][cH:39]1.[Cl:1][c:2]1[c:3]([S:12][CH2:13][c:14]2[c:15]([NH2:16])[cH:17][cH:18][cH:19][cH:20]2)[n:4][cH:5][c:6]([C:8]([F:9])([F:10])[F:11])[cH:7]1.[Cl:27][C:28](=[O:29])[O:30][CH3:31].[OH2:32].[cH:21]1[cH:22][cH:23][n:24][cH:25][cH:26]1>>[Cl:1][c:2]1[c:3]([S:12][CH2:13][c:14]2[c:15]([NH:16][C:28](=[O:29])[O:30][CH3:31])[cH:17][cH:18][cH:19][cH:20]2)[n:4][cH:5][c:6]([C:8]([F:9])([F:10])[F:11])[cH:7]1. Reactants: CC(C)N(Cc1ccccc1)C(=O)CN1C(=O)C(Cc2nn(C(=O)OC(C)(C)C)c3ccccc23)c2nnc(-c3ccccc3)n2-c2cc(F)c(F)cc21, Cl, C1COCCO1. Product: CC(C)N(Cc1ccccc1)C(=O)CN1C(=O)C(Cc2n[nH]c3ccccc23)c2nnc(-c3ccccc3)n2-c2cc(F)c(F)cc21. As a reaction SMILES: [C:1]([O:2][C:3](=[O:4])[n:8]1[n:9][c:10]([CH2:17][CH:18]2[C:19](=[O:54])[N:20]([CH2:40][C:41]([N:42]([CH:43]([CH3:44])[CH3:45])[CH2:46][c:47]3[cH:48][cH:49][cH:50][cH:51][cH:52]3)=[O:53])[c:21]3[c:22]([cH:34][c:35]([F:39])[c:36]([F:38])[cH:37]3)-[n:23]3[c:24](-[c:28]4[cH:29][cH:30][cH:31][cH:32][cH:33]4)[n:25][n:26][c:27]32)[c:11]2[cH:12][cH:13][cH:14][cH:15][c:16]12)([CH3:5])([CH3:6])[CH3:7].[ClH:55].[O:56]1[CH2:57][CH2:58][O:59][CH2:60][CH2:61]1>>[nH:8]1[n:9][c:10]([CH2:17][CH:18]2[C:19](=[O:54])[N:20]([CH2:40][C:41]([N:42]([CH:43]([CH3:44])[CH3:45])[CH2:46][c:47]3[cH:48][cH:49][cH:50][cH:51][cH:52]3)=[O:53])[c:21]3[c:22]([cH:34][c:35]([F:39])[c:36]([F:38])[cH:37]3)-[n:23]3[c:24](-[c:28]4[cH:29][cH:30][cH:31][cH:32][cH:33]4)[n:25][n:26][c:27]32)[c:11]2[cH:12][cH:13][cH:14][cH:15][c:16]12. Starting materials: N1N=C(C2=CC=CC=C12)\C=C\1/OC2=C(C1=O)C=CC(=C2\C=C/C2CCN(CC2)C(=O)OC(C)(C)C)OC (tert-butyl 4-((Z)-2-{(Z)-2-[(1H-indazol-3-yl)methylene]-6-methoxy-3-oxo-2,3-dihydrobenzofuran-7-yl}vinyl)piperidine-1-carboxylate), solution, Cl (hydrogen chloride). Solvent: C(Cl)Cl (methylene chloride), O1CCOCC1 (1,4-dioxane). Conditions: time 2 hour. Yields the product N1N=C(C2=CC=CC=C12)C=C1OC2=C(C1=O)C=CC(=C2\C=C/C2CCNCC2)OC ((1H-indazol-3-yl-methylene]-6-methoxy-7-[(Z)-2-(piperidin-4-yl)vinyl]benzofuran-3(2H)-one). Yield: 34.9%. RXN SMILES: [NH:1]1[C:9]2[C:4](=[CH:5][CH:6]=[CH:7][CH:8]=2)[C:3](/[CH:10]=[C:11]2\[O:12][C:13]3[C:20](/[CH:21]=[CH:22]\[CH:23]4[CH2:28][CH2:27][N:26](C(OC(C)(C)C)=O)[CH2:25][CH2:24]4)=[C:19]([O:36][CH3:37])[CH:18]=[CH:17][C:14]=3[C:15]\2=[O:16])=[N:2]1.Cl>C(Cl)Cl.O1CCOCC1>[NH:1]1[C:9]2[C:4](=[CH:5][CH:6]=[CH:7][CH:8]=2)[C:3]([CH:10]=[C:11]2[C:15](=[O:16])[C:14]3[CH:17]=[CH:18][C:19]([O:36][CH3:37])=[C:20](/[CH:21]=[CH:22]\[CH:23]4[CH2:24][CH2:25][NH:26][CH2:27][CH2:28]4)[C:13]=3[O:12]2)=[N:2]1. Procedure: A solution of tert-butyl 4-((Z)-2-{(Z)-2-[(1H-indazol-3-yl)methylene]-6-methoxy-3-oxo-2,3-dihydrobenzofuran-7-yl}vinyl)piperidine-1-carboxylate (0.0387 g, 0.0771 mmol) in methylene chloride (2 mL) was added with a 4 M solution of hydrogen chloride in 1,4-dioxane (2 mL), and the mixture was stirred at room temperature for 2 hours. The reaction mixture was concentrated, the resulting residue was added with saturated aqueous sodium hydrogencarbonate, and the mixture was extracted with ethyl acetate... Starting materials: [H-].[Na+] (Sodium hydride), C(C=CC1=CC=CC=C1)O (cinnamyl alcohol), C(C=C)Cl (allyl chloride). Reagents/catalysts: [I-].C(CCC)[N+](CCCC)(CCCC)CCCC (tetra butyl ammonium iodide). The solvent is C1CCOC1 (THF). Run at time 30 minute. Product: C(C=C)OC/C=C/C1=CC=CC=C1 ((E)-3-Allyloxy-1-phenyl-1-propene). The yield is 99.0%. As a reaction SMILES: [H-].[Na+].[CH2:3]([OH:12])[CH:4]=[CH:5][C:6]1[CH:11]=[CH:10][CH:9]=[CH:8][CH:7]=1.[CH2:13](Cl)[CH:14]=[CH2:15]>C1COCC1.[I-].C([N+](CCCC)(CCCC)CCCC)CCC>[CH2:15]([O:12][CH2:3]/[CH:4]=[CH:5]/[C:6]1[CH:11]=[CH:10][CH:9]=[CH:8][CH:7]=1)[CH:14]=[CH2:13] |f:0.1,5.6|. Procedure: Sodium hydride (60% in mineral oil, 26 g, 0.60 mol) was added portion-wise to a solution of cinnamyl alcohol (40 g, 0.29 mol) in dry THF (600 ml) at 5° C. under nitrogen. The reaction was warmed up to room temperature then refluxed. After 30 minutes, tetra butyl ammonium iodide (4 g, 0.011 mol) was added followed by allyl chloride (45.6 g, 0.60 mol) over a 1 h-period. The reaction was allowed reaching room temperature overnight, before being poured onto water. The organic phase was washed with w... Reactants: OC=1C=C(C(=O)OC)C=CC1[N+](=O)[O-] (methyl 3-hydroxy-4-nitrobenzoate), C([O-])([O-])=O.[Cs+].[Cs+] (cesium carbonate), C(C1=CC=CC=C1)Br (benzyl bromide). The solvent is CC(=O)C (acetone). Run at time 7 hour. The product is COC(C1=CC(=C(C=C1)[N+](=O)[O-])OCC1=CC=CC=C1)=O (3-benzyloxy-4-nitro-benzoic acid methyl ester). Reaction SMILES: [OH:1][C:2]1[CH:3]=[C:4]([CH:9]=[CH:10][C:11]=1[N+:12]([O-:14])=[O:13])[C:5]([O:7][CH3:8])=[O:6].C(=O)([O-])[O-].[Cs+].[Cs+].[CH2:21](Br)[C:22]1[CH:27]=[CH:26][CH:25]=[CH:24][CH:23]=1>CC(C)=O>[CH3:8][O:7][C:5](=[O:6])[C:4]1[CH:9]=[CH:10][C:11]([N+:12]([O-:14])=[O:13])=[C:2]([O:1][CH2:21][C:22]2[CH:27]=[CH:26][CH:25]=[CH:24][CH:23]=2)[CH:3]=1 |f:1.2.3|. Procedure details: REFERENCE: J. Med Chem. 1997, 40, 105-111. To an acetone solution (500 mL) of methyl 3-hydroxy-4-nitrobenzoate (25.0 g, 126.8 mmol) was added cesium carbonate (61.9 g, 190.2 mmol) followed by benzyl bromide (15.0 mL, 126.8 mmol). The reaction was heated to reflux and monitored by TLC. The reaction was judged complete in approximately 7 h. The reaction was then cooled to room temperature and concentrated under reduced pressure to approximately 20 mL. The residue was diluted with ethyl acetate (70... Procedure details: To a solution of [(methyloxy)methyl](triphenyl)phosphonium chloride (2.1 g, 6.13 mmol) in Tetrahydrofuran (THF) (40 mL) stirred under nitrogen at 0° C. was added BuLi (4.08 mL, 6.53 mmol) dropwise. The reaction mixture was stirred at −78° C. for 30 min. Then a solution of 3-bromo-2-methylbenzaldehyde (D93) (1 g, 5.02 mmol) in Tetrahydrofuran (THF) (40 mL) was added dropwise. The reaction mixture was continuously stirred overnight. The reaction was quenched with sat. aq. NH4Cl. The aqueous layers... Starting materials: [Li]CCCC (BuLi), [Cl-].COC[P+](C1=CC=CC=C1)(C1=CC=CC=C1)C1=CC=CC=C1 ([(methyloxy)methyl](triphenyl)phosphonium chloride), BrC=1C(=C(C=O)C=CC1)C (3-bromo-2-methylbenzaldehyde). RXN SMILES: [Cl-].[CH3:2][O:3][CH2:4][P+](C1C=CC=CC=1)(C1C=CC=CC=1)C1C=CC=CC=1.[Li]CCCC.[Br:29][C:30]1[C:31]([CH3:38])=[C:32]([CH:35]=[CH:36][CH:37]=1)[CH:33]=O>O1CCCC1>[CH3:2][O:3]/[CH:4]=[CH:33]/[C:32]1[CH:35]=[CH:36][CH:37]=[C:30]([Br:29])[C:31]=1[CH3:38] |f:0.1|. Solvent: O1CCCC1 (Tetrahydrofuran), O1CCCC1 (Tetrahydrofuran). The yield is 82.3%. Yields the product CO\C=C\C1=C(C(=CC=C1)Br)C ((E)-2-(3-bromo-2-methylphenyl)ethenyl methyl ether). Run at temperature -78 celsius, time 30 minute. The reactants are NC=1C(=C(OC=2C(=C(NC3=C(C=C(C=C3)I)F)C=C(C2)F)[N+](=O)[O-])C=CC1)C (3-(3-amino-2-methylphenoxy)-5-fluoro-N-(2-fluoro-4-iodophenyl)-2-nitroaniline), C(C)S(=O)(=O)Cl (ethyl sulfonyl chloride). Run in N1=CC=CC=C1 (pyridine), C1(=CC=CC=C1)C (toluene). Conditions: temperature 0 celsius, time 3 hour. The product is FC=1C=C(C(=C(OC=2C(=C(C=CC2)NS(=O)(=O)CC)C)C1)[N+](=O)[O-])NC1=C(C=C(C=C1)I)F (N-(3-{5-fluoro-3-[(2-fluoro-4-iodophenyl)amino]-2-nitrophenoxy}-2-methylphenyl)ethanesulfonamide). Isolated yield 118.0%. Reaction SMILES: [NH2:1][C:2]1[C:3]([CH3:28])=[C:4]([CH:25]=[CH:26][CH:27]=1)[O:5][C:6]1[C:7]([N+:22]([O-:24])=[O:23])=[C:8]([CH:18]=[C:19]([F:21])[CH:20]=1)[NH:9][C:10]1[CH:15]=[CH:14][C:13]([I:16])=[CH:12][C:11]=1[F:17].[CH2:29]([S:31](Cl)(=[O:33])=[O:32])[CH3:30]>N1C=CC=CC=1.C1(C)C=CC=CC=1>[F:21][C:19]1[CH:18]=[C:8]([NH:9][C:10]2[CH:15]=[CH:14][C:13]([I:16])=[CH:12][C:11]=2[F:17])[C:7]([N+:22]([O-:24])=[O:23])=[C:6]([CH:20]=1)[O:5][C:4]1[C:3]([CH3:28])=[C:2]([NH:1][S:31]([CH2:29][CH3:30])(=[O:33])=[O:32])[CH:27]=[CH:26][CH:25]=1. Procedure: 1.18 g 3-(3-amino-2-methylphenoxy)-5-fluoro-N-(2-fluoro-4-iodophenyl)-2-nitroaniline (2.3 mmol, 1 eq.) were dissolved in 9.6 mL pyridine, cooled to 0° C., treated with 292 μL ethyl sulfonyl chloride (3.1 mmol, 1.2 eq.) and stirred at 0° C. for 3 hours. The reaction mixture was diluted with toluene and concentrated in vacuo. The residue was partitioned between water and ethyl acetate. The aqueous layer was reextracted with ethyl acetate. The combined organic layers were dried, filtered and concen... Starting materials: CCOC1CN(C(=O)OC)CC1Nc1nc(CC)cnc1CC, O=C1CCC(=O)N1I, [Na+], [Na+], CN(C)C=O, O=S([O-])([O-])=S. The product is CCOC1CN(C(=O)OC)CC1Nc1nc(CC)c(I)nc1CC. Reaction SMILES: [CH2:1]([CH3:2])[c:3]1[c:4]([NH:11][CH:12]2[CH2:13][N:14]([C:20](=[O:21])[O:22][CH3:23])[CH2:15][CH:16]2[O:17][CH2:18][CH3:19])[n:5][c:6]([CH2:9][CH3:10])[cH:7][n:8]1.[I:24][N:25]1[C:26](=[O:27])[CH2:28][CH2:29][C:30]1=[O:31].[Na+:37].[Na+:38].[O:39]=[CH:40][N:41]([CH3:42])[CH3:43].[S:32]([O-:33])([O-:34])(=[O:35])=[S:36]>>[CH2:1]([CH3:2])[c:3]1[c:4]([NH:11][CH:12]2[CH2:13][N:14]([C:20](=[O:21])[O:22][CH3:23])[CH2:15][CH:16]2[O:17][CH2:18][CH3:19])[n:5][c:6]([CH2:9][CH3:10])[c:7]([I:24])[n:8]1. Starting materials: C1CCOC1, C[Mg]Cl, CON(C)C(=O)CC1CCN(C(=O)OC(C)(C)C)CC1. The product is CC(=O)CC1CCN(C(=O)OC(C)(C)C)CC1. RXN SMILES: [CH2:24]1[O:25][CH2:26][CH2:27][CH2:28]1.[CH3:1][Mg:2][Cl:3].[CH3:4][O:5][N:6]([C:7]([CH2:8][CH:9]1[CH2:10][CH2:11][N:12]([C:15](=[O:16])[O:17][C:18]([CH3:19])([CH3:20])[CH3:21])[CH2:13][CH2:14]1)=[O:22])[CH3:23]>>[CH3:1][C:7]([CH2:8][CH:9]1[CH2:10][CH2:11][N:12]([C:15](=[O:16])[O:17][C:18]([CH3:19])([CH3:20])[CH3:21])[CH2:13][CH2:14]1)=[O:22].